The task is: describe an organic reaction: reactants, conditions, products, and yield. This data is from the Open Reaction Database (ORD), a public repository of structured organic reaction records. As a reaction SMILES: [Br:1][c:2]1[cH:3][cH:4][c:5]2[c:6]([N:13]3[CH2:14][CH2:15][O:16][CH2:17][CH2:18]3)[n:7][c:8]([Cl:12])[n:9][c:10]2[cH:11]1.[Na+:28].[Na+:29].[O-:30][C:31](=[O:32])[O-:33].[O:34]=[CH:35][N:36]([CH3:37])[CH3:38].[OH2:80].[Pd:39]([Cl:40])[Cl:41].[c:42]1([P:43]([c:44]2[cH:45][cH:46][cH:47][cH:48][cH:49]2)[c:50]2[cH:51][cH:52][cH:53][cH:54][cH:55]2)[cH:56][cH:57][cH:58][cH:59][cH:60]1.[c:61]1([P:62]([c:63]2[cH:64][cH:65][cH:66][cH:67][cH:68]2)[c:69]2[cH:70][cH:71][cH:72][cH:73][cH:74]2)[cH:75][cH:76][cH:77][cH:78][cH:79]1.[n:19]1[cH:20][n:21][cH:22][c:23]([B:25]([OH:26])[OH:27])[cH:24]1>>[c:2]1(-[c:23]2[cH:22][n:21][cH:20][n:19][cH:24]2)[cH:3][cH:4][c:5]2[c:6]([N:13]3[CH2:14][CH2:15][O:16][CH2:17][CH2:18]3)[n:7][c:8]([Cl:12])[n:9][c:10]2[cH:11]1. Product: Clc1nc(N2CCOCC2)c2ccc(-c3cncnc3)cc2n1. The reactants are Clc1nc(N2CCOCC2)c2ccc(Br)cc2n1, [Na+], [Na+], O=C([O-])[O-], CN(C)C=O, O, Cl[Pd]Cl, c1ccc(P(c2ccccc2)c2ccccc2)cc1, c1ccc(P(c2ccccc2)c2ccccc2)cc1, OB(O)c1cncnc1. Reactants: FC(C=1C=C(N)C=CC1)(F)F (3-(trifluoromethyl)aniline), C(C)OCC(C(=O)OCC)C(=O)OCC (diethyl ethoxymethylmalonate). Reaction conditions: temperature 100 celsius. Product: FC(C=1C=C(NC=C(C(=O)OCC)C(=O)OCC)C=CC1)(F)F (diethyl 2-{[3-(trifluoromethyl)anilino]methylene}malonate). Reaction SMILES: [F:1][C:2]([F:11])([F:10])[C:3]1[CH:4]=[C:5]([CH:7]=[CH:8][CH:9]=1)[NH2:6].C(O[CH2:15][CH:16]([C:22]([O:24][CH2:25][CH3:26])=[O:23])[C:17]([O:19][CH2:20][CH3:21])=[O:18])C>>[F:1][C:2]([F:10])([F:11])[C:3]1[CH:4]=[C:5]([CH:7]=[CH:8][CH:9]=1)[NH:6][CH:15]=[C:16]([C:17]([O:19][CH2:20][CH3:21])=[O:18])[C:22]([O:24][CH2:25][CH3:26])=[O:23]. Procedure details: Under a nitrogen atmosphere, a mixture of 3-(trifluoromethyl)aniline (40 mL, 0.32 mmol) and diethyl ethoxymethylmalonate was heated at 100° C. for 3 hours. The reaction mixture was allowed to cool to room temperature at which time the solution solidified to provide 102 g of diethyl 2-{[3-(trifluoromethyl)anilino]methylene}malonate as a cream colored solid. Reactants: ClC1=NC=CC(=N1)C1=C(N=C(S1)C(C)(C)C)C=1C(=C(C=CC1)NS(=O)(=O)C1=C(C=CC=C1F)F)F (N-{3-[5-(2-chloro-4-pyrimidinyl)-2-(1,1-dimethylethyl)-1,3-thiazol-4-yl]-2-fluorophenyl}-2,6-difluorobenzenesulfonamide), NC[C@H](C)O ((S)-(+)-1-amino-2-propanol). The product is CC(C)(C)C=1SC(=C(N1)C=1C(=C(C=CC1)NS(=O)(=O)C1=C(C=CC=C1F)F)F)C1=NC(=NC=C1)NC[C@H](C)O (N-{3-[2-(1,1-dimethylethyl)-5-(2-{[(2S)-2-hydroxypropyl]amino}-4-pyrimidinyl)-1,3-thiazol-4-yl]-2-fluorophenyl}-2,6-difluorobenzenesulfonamide), solid. Isolated yield 14.0%. RXN SMILES: Cl[C:2]1[N:7]=[C:6]([C:8]2[S:12][C:11]([C:13]([CH3:16])([CH3:15])[CH3:14])=[N:10][C:9]=2[C:17]2[C:18]([F:35])=[C:19]([NH:23][S:24]([C:27]3[C:32]([F:33])=[CH:31][CH:30]=[CH:29][C:28]=3[F:34])(=[O:26])=[O:25])[CH:20]=[CH:21][CH:22]=2)[CH:5]=[CH:4][N:3]=1.[NH2:36][CH2:37][C@@H:38]([OH:40])[CH3:39]>>[CH3:14][C:13]([C:11]1[S:12][C:8]([C:6]2[CH:5]=[CH:4][N:3]=[C:2]([NH:36][CH2:37][C@@H:38]([OH:40])[CH3:39])[N:7]=2)=[C:9]([C:17]2[C:18]([F:35])=[C:19]([NH:23][S:24]([C:27]3[C:32]([F:33])=[CH:31][CH:30]=[CH:29][C:28]=3[F:34])(=[O:26])=[O:25])[CH:20]=[CH:21][CH:22]=2)[N:10]=1)([CH3:16])[CH3:15]. Procedure details: Following a procedure analogous to the procedure described in Example 291 using N-{3-[5-(2-chloro-4-pyrimidinyl)-2-(1,1-dimethylethyl)-1,3-thiazol-4-yl]-2-fluorophenyl}-2,6-difluorobenzenesulfonamide (250 mg, 0.464 mmol) and (S)-(+)-1-amino-2-propanol (348 mg, 4.64 mmol), the title compound was obtained as an off white solid (40 mg, 14%). MS (ESI): 578 [M+H]+. The reactants are CC(C)(C)OCCO, ClCCl, CCOC(=O)N=NC(=O)OCC, O, Oc1ccc2[nH]ccc2c1, c1ccc(P(c2ccccc2)c2ccccc2)cc1. Product: CC(C)(C)OCCOc1ccc2[nH]ccc2c1. As a reaction SMILES: [C:32]([CH3:33])([CH3:34])([CH3:35])[O:36][CH2:37][CH2:38][OH:39].[CH2:50]([Cl:51])[Cl:52].[O:20]=[C:21]([O:22][CH2:23][CH3:24])[N:25]=[N:26][C:27]([O:28][CH2:29][CH3:30])=[O:31].[OH2:53].[OH:40][c:41]1[cH:42][c:43]2[cH:44][cH:45][nH:46][c:47]2[cH:48][cH:49]1.[c:1]1([P:2]([c:3]2[cH:4][cH:5][cH:6][cH:7][cH:8]2)[c:9]2[cH:10][cH:11][cH:12][cH:13][cH:14]2)[cH:15][cH:16][cH:17][cH:18][cH:19]1>>[C:32]([CH3:33])([CH3:34])([CH3:35])[O:36][CH2:37][CH2:38][O:39][c:41]1[cH:42][c:43]2[cH:44][cH:45][nH:46][c:47]2[cH:48][cH:49]1.